This data is from the Open Reaction Database (ORD), a public repository of structured organic reaction records. The task is: describe an organic reaction: reactants, conditions, products, and yield Reactants: O (water), TEA, C(C1=CC=CC=C1)(=O)Cl (benzoyl chloride), CNC(=O)C1=NC(=CN=C1N)C1=CC(=CC=C1)CN.NC=1C(=NC(=CN1)C1=CC(=CC=C1)CNC(=O)C1=CC=CC=C1)C(=O)NC (3-Amino-N-methyl-6-(3-{[(phenylcarbonyl)amino]methyl}phenyl)pyrazine-2-carboxamide 3-Amino-6-(3-aminomethyl-phenyl)-pyrazine-2-carboxylic acid methylamide). Run in C(C)#N (acetonitrile). Run at time 8 hour. Yields the product CNC(=O)C1=NC(=CN=C1N)C1=CC(=CC=C1)CNC(C1=CC=CC=C1)=O (3-amino-6-[3-(benzoylamino-methyl)-phenyl]-pyrazine-2-carboxylic acid methylamide). Yield: 85.0%. RXN SMILES: CNC(C1C(N)=NC=C(C2C=CC=C(CN)C=2)N=1)=O.[NH2:20][C:21]1[C:22]([C:43]([NH:45][CH3:46])=[O:44])=[N:23][C:24]([C:27]2[CH:32]=[CH:31][CH:30]=[C:29]([CH2:33][NH:34][C:35]([C:37]3[CH:42]=[CH:41][CH:40]=[CH:39][CH:38]=3)=[O:36])[CH:28]=2)=[CH:25][N:26]=1.C(Cl)(=O)C1C=CC=CC=1.O>C(#N)C>[CH3:46][NH:45][C:43]([C:22]1[C:21]([NH2:20])=[N:26][CH:25]=[C:24]([C:27]2[CH:32]=[CH:31][CH:30]=[C:29]([CH2:33][NH:34][C:35](=[O:36])[C:37]3[CH:42]=[CH:41][CH:40]=[CH:39][CH:38]=3)[CH:28]=2)[N:23]=1)=[O:44] |f:0.1|. Procedure: 3-Amino-N-methyl-6-(3-{[(phenylcarbonyl)amino]methyl}phenyl)pyrazine-2-carboxamide 3-Amino-6-(3-aminomethyl-phenyl)-pyrazine-2-carboxylic acid methylamide (10.0 mg, 0.04 mmol) was dissolved in acetonitrile (2 mL) followed by the addition of TEA (11.2 μl, 0.08 mmol) and benzoyl chloride (3.50 μl, 0.04 mmol). It was stirred at room temperature overnight. The reaction mixture was poured into water (10 mL), and extracted with ethyl acetate (2×10 mL) then dried over anhydrous sodium sulfate and filte... Reactants: ice water, [H-].[Na+] (sodium hydride), ice water, FC1=C(C(C)O)C(=CC=C1)F (2,6-difluoro-alpha-methylbenzyl alcohol), FC1=C(C#N)C(=CC=C1)F (2,6-difluorobenzonitrile), ice water. The solvent is CN(C)C=O (DMF), CN(C)C=O (DMF), CN(C)C=O (DMF). Conditions: time 1 hour. Yields the product FC1=C(C(=CC=C1)F)C(C)OC1=C(C#N)C(=CC=C1)F (2-[1-(2,6-difluorophenyl)-ethoxy]-6-fluorobenzonitrile). Isolated yield 69.3%. Reaction SMILES: [H-].[Na+].[F:3][C:4]1[CH:12]=[CH:11][CH:10]=[C:9]([F:13])[C:5]=1[CH:6]([OH:8])[CH3:7].[F:14][C:15]1[CH:22]=[CH:21][CH:20]=[C:19](F)[C:16]=1[C:17]#[N:18]>CN(C=O)C>[F:3][C:4]1[CH:12]=[CH:11][CH:10]=[C:9]([F:13])[C:5]=1[CH:6]([O:8][C:19]1[CH:20]=[CH:21][CH:22]=[C:15]([F:14])[C:16]=1[C:17]#[N:18])[CH3:7] |f:0.1|. Reported procedure: To a cold (ice water) suspension of sodium hydride (409 mg; 10 mmol) in anhydrous DMF (4 mL) is added a solution of 2,6-difluoro-alpha-methylbenzyl alcohol (1.63 g; 10 mmol) in anhydrous DMF (5 mL) over 10 minutes. After allowing to room temperature over 1 hour, this solution is added to a cold (ice water) stirred solution of 2,6-difluorobenzonitrile (1.53 g; 11 mmol) in anhydrous DMF (6 mL), and allowed to room temperature over 2.5 hours. The reaction mixture is poured into ice water with vigor...